Dataset: the Open Reaction Database (ORD), a public repository of structured organic reaction records. Task: describe an organic reaction: reactants, conditions, products, and yield Starting materials: OC1=C2CCNC(C2=CC=C1O)=S (3,4-dihydro-5,6-dihydroxy-1(2H)-isoquinolinethione), CI (methyl iodide), [H-].[Na+] (sodium hydride). Solvent: C1CCOC1 (THF), CCOCC (ether), C1CCOC1 (THF), C1CCOC1 (THF), CCCCCC (n-hexane). Reaction conditions: time 0.5 hour. Product: CC1=C2CCNC(C2=CC=C1)=S (3,4-Dihydro-5-methyl-1(2H)-isoquinolinethione). RXN SMILES: [H-].[Na+].O[C:4]1[C:13](O)=[CH:12][CH:11]=[C:10]2[C:5]=1[CH2:6][CH2:7][NH:8][C:9]2=[S:15].[CH3:16]I>CCCCCC.C1COCC1.CCOCC>[CH3:16][C:4]1[CH:13]=[CH:12][CH:11]=[C:10]2[C:5]=1[CH2:6][CH2:7][NH:8][C:9]2=[S:15] |f:0.1|. Procedure details: To 0.15 g of 60% sodium hydride (3.70 mmol) which was washed with n-hexane and suspended in 15 ml of THF was added dropwise at 0 a solution of 0.50 g (2.82 mmol) of 3,4-dihydro-5,6-dihydroxy-1(2H)-isoquinolinethione in 5 ml of THF. The thick white suspension which formed was stirred for 0.5 hours at 0°-5° and then 0.45 g (2.82 mmol) of methyl iodide in 5 ml THF was added and stirring continued for one hour. The resulting yellow solution was diluted with ether, washed with saturated NaCl, dried (...